This data is from the Open Reaction Database (ORD), a public repository of structured organic reaction records. The task is: describe an organic reaction: reactants, conditions, products, and yield Reactants: [BH4-], CC(C)CCN, NC(=O)c1ccc(Oc2ncc(C=O)c3ccccc23)cc1, [Na+], CN(C)C=O, O. The product is CC(C)CCNCc1cnc(Oc2ccc(C(N)=O)cc2)c2ccccc12. Reaction SMILES: [BH4-:29].[CH3:23][CH:24]([CH2:25][CH2:26][NH2:27])[CH3:28].[CH:1](=[O:2])[c:3]1[cH:4][n:5][c:6]([O:13][c:14]2[cH:15][cH:16][c:17]([C:18](=[O:19])[NH2:20])[cH:21][cH:22]2)[c:7]2[cH:8][cH:9][cH:10][cH:11][c:12]12.[Na+:30].[O:32]=[CH:33][N:34]([CH3:35])[CH3:36].[OH2:31]>>[CH2:1]([c:3]1[cH:4][n:5][c:6]([O:13][c:14]2[cH:15][cH:16][c:17]([C:18](=[O:19])[NH2:20])[cH:21][cH:22]2)[c:7]2[cH:8][cH:9][cH:10][cH:11][c:12]12)[NH:27][CH2:26][CH2:25][CH:24]([CH3:23])[CH3:28]. Starting materials: Cl (hydrochloric acid), C(CCC)[Li] (n-Butyl lithium), BrC1=C(C=C(C=C1)C1=CC=C(C=C1)Cl)C (4-bromo-4′-chloro-3-methylbiphenyl), B(OC)(OC)OC (Trimethyl borate). Run in O1CCCC1 (tetrahydrofuran). Run at temperature -78 celsius, time 30 minute. Yields the product ClC1=CC=C(C2=CC=C(C(=C2)C)B(O)O)C=C1 (4′-chloro-3-methylbiphen-4-ylboronic acid). Yield: 59.4%. As a reaction SMILES: C([Li])CCC.Br[C:7]1[CH:12]=[CH:11][C:10]([C:13]2[CH:18]=[CH:17][C:16]([Cl:19])=[CH:15][CH:14]=2)=[CH:9][C:8]=1[CH3:20].[B:21](OC)([O:24]C)[O:22]C.Cl>O1CCCC1>[Cl:19][C:16]1[CH:17]=[CH:18][C:13]([C:10]2[CH:9]=[C:8]([CH3:20])[C:7]([B:21]([OH:24])[OH:22])=[CH:12][CH:11]=2)=[CH:14][CH:15]=1. Procedure details: n-Butyl lithium (1.6 M solution in hexanes, 37.5 ml, 0.060 mol) is added dropwise to a solution of 4-bromo-4′-chloro-3-methylbiphenyl (11.5 g, 0.041 mol) in tetrahydrofuran (120 ml) at −78° C., under an atmosphere of nitrogen, and the mixture is stirred at −78° C. for 30 minutes. Trimethyl borate (27.4 ml, 0.245 mol) is added slowly at −78° C. and the mixture is stirred for 1 hr. The reaction mixture is allowed to warm to room temperature over 2-3 hours and then stirred at room temperature for 1... Reactants: CCc1cc(C#Cc2ccc(CC(=O)OC)cc2)cc2c1OC(C)(C)CC2(C)C, CO, CC#N, [Na+], [OH-], O. Yields the product CCc1cc(C#Cc2ccc(CC(=O)O)cc2)cc2c1OC(C)(C)CC2(C)C. As a reaction SMILES: [CH3:1][O:2][C:3]([CH2:4][c:5]1[cH:6][cH:7][c:8]([C:11]#[C:12][c:13]2[cH:14][c:15]3[c:20]([c:21]([CH2:23][CH3:24])[cH:22]2)[O:19][C:18]([CH3:25])([CH3:26])[CH2:17][C:16]3([CH3:27])[CH3:28])[cH:9][cH:10]1)=[O:29].[CH3:30][OH:31].[CH3:35][C:36]#[N:37].[Na+:33].[OH-:32].[OH2:34]>>[O:2]=[C:3]([CH2:4][c:5]1[cH:6][cH:7][c:8]([C:11]#[C:12][c:13]2[cH:14][c:15]3[c:20]([c:21]([CH2:23][CH3:24])[cH:22]2)[O:19][C:18]([CH3:25])([CH3:26])[CH2:17][C:16]3([CH3:27])[CH3:28])[cH:9][cH:10]1)[OH:29]. Procedure details: A solution of 200 mg of 5-(4-vinylbenzoyl)-1,2-dihydro-3H-pyrrolo[1,2-a]pyrrole-1-carboxylic acid in 5 ml of dichloromethane is treated with an excess of ethereal diazomethane, and the reaction mixture is maintained at room temperature for 30 minutes. The solvents and excess reagent are eliminated under reduced pressure and the residue crystallized from ethyl acetate-methanol, to yield methyl 5-(4-vinylbenzoyl)-1,2-dihydro-3H-pyrrolo[1,2-a]pyrrole-1-carboxylate. Likewise but using diazoethane, d... Reactants: C(=C)C1=CC=C(C(=O)C2=CC=C3N2CCC3C(=O)O)C=C1 (5-(4-vinylbenzoyl)-1,2-dihydro-3H-pyrrolo[1,2-a]pyrrole-1-carboxylic acid), [N+](=[N-])=C (diazomethane). The solvent is ClCCl (dichloromethane). Yields the product C(=C)C1=CC=C(C(=O)C2=CC=C3N2CCC3C(=O)OC)C=C1 (methyl 5-(4-vinylbenzoyl)-1,2-dihydro-3H-pyrrolo[1,2-a]pyrrole-1-carboxylate). Reaction SMILES: [CH:1]([C:3]1[CH:21]=[CH:20][C:6]([C:7]([C:9]2[N:13]3[CH2:14][CH2:15][CH:16]([C:17]([OH:19])=[O:18])[C:12]3=[CH:11][CH:10]=2)=[O:8])=[CH:5][CH:4]=1)=[CH2:2].[N+](=[CH2:24])=[N-]>ClCCl>[CH:1]([C:3]1[CH:21]=[CH:20][C:6]([C:7]([C:9]2[N:13]3[CH2:14][CH2:15][CH:16]([C:17]([O:19][CH3:24])=[O:18])[C:12]3=[CH:11][CH:10]=2)=[O:8])=[CH:5][CH:4]=1)=[CH2:2]. Reactants: Cl.N[C@@H](C(=O)NOCC1=CC=CC=C1)C (2-Amino-N-benzyloxy-(R)-propionamide HCl salt), FC1=C(C=CC(=C1)C(C(=O)O)C)C1=CC=CC=C1 ((R/S)-2-fluoro-α-methyl-4-biphenylacetic acid). The product is FC1=C(C=CC(=C1)C(C(=O)N[C@@H](C(=O)NO)C)C)C1=CC=CC=C1 (2-((R/S)-2-Fluoro-α-methyl-4-biphenylacetamido)-N-hydroxy-(R)-propionamide). RXN SMILES: Cl.[NH2:2][C@H:3]([CH3:15])[C:4]([NH:6][O:7]CC1C=CC=CC=1)=[O:5].[F:16][C:17]1[CH:22]=[C:21]([CH:23]([CH3:27])[C:24]([OH:26])=O)[CH:20]=[CH:19][C:18]=1[C:28]1[CH:33]=[CH:32][CH:31]=[CH:30][CH:29]=1>>[F:16][C:17]1[CH:22]=[C:21]([CH:23]([CH3:27])[C:24]([NH:2][C@H:3]([CH3:15])[C:4]([NH:6][OH:7])=[O:5])=[O:26])[CH:20]=[CH:19][C:18]=1[C:28]1[CH:33]=[CH:32][CH:31]=[CH:30][CH:29]=1 |f:0.1|. Procedure details: This compound was synthesized by coupling 2-amino-N-benzyloxy-(R)-propionamide HCl salt 42b with (R/S)-2-fluoro-α-methyl-4-biphenylacetic acid (flurbiprofen, Sigma) followed by hydrogenation using the procedures as described in Example 42. MS (ESI): (M−H)−=329.0.